This data is from the Open Reaction Database (ORD), a public repository of structured organic reaction records. The task is: describe an organic reaction: reactants, conditions, products, and yield Reactants: COC(=O)CBr, C1CCOC1, CCOC(C)=O, [H-], [Na+], O=C(C=Cc1ccccc1)Nc1ccc(OC(=O)C=Cc2ccccc2)cc1. The product is COC(=O)CN(C(=O)C=Cc1ccccc1)c1ccc(OC(=O)C=Cc2ccccc2)cc1. As a reaction SMILES: [Br:31][CH2:32][C:33](=[O:34])[O:35][CH3:36].[CH2:37]1[O:38][CH2:39][CH2:40][CH2:41]1.[CH3:42][CH2:43][O:44][C:45](=[O:46])[CH3:47].[H-:1].[Na+:2].[c:3]1([CH:9]=[CH:10][C:11](=[O:12])[NH:13][c:14]2[cH:15][cH:16][c:17]([O:20][C:21]([CH:22]=[CH:23][c:24]3[cH:25][cH:26][cH:27][cH:28][cH:29]3)=[O:30])[cH:18][cH:19]2)[cH:4][cH:5][cH:6][cH:7][cH:8]1>>[c:3]1([CH:9]=[CH:10][C:11](=[O:12])[N:13]([c:14]2[cH:15][cH:16][c:17]([O:20][C:21]([CH:22]=[CH:23][c:24]3[cH:25][cH:26][cH:27][cH:28][cH:29]3)=[O:30])[cH:18][cH:19]2)[CH2:32][C:33](=[O:34])[O:35][CH3:36])[cH:4][cH:5][cH:6][cH:7][cH:8]1. The reactants are [Al+3], C1CCOC1, [H-], [H-], [H-], [H-], [Li+], CCOC(=O)C1CCN(C(=O)OC(C)(C)C)CC1. Yields the product CC(C)(C)OC(=O)N1CCC(CO)CC1. RXN SMILES: [Al+3:20].[CH2:25]1[O:26][CH2:27][CH2:28][CH2:29]1.[H-:19].[H-:22].[H-:23].[H-:24].[Li+:21].[N:1]1([C:12](=[O:13])[O:14][C:15]([CH3:16])([CH3:17])[CH3:18])[CH2:2][CH2:3][CH:4]([C:7](=[O:8])[O:9][CH2:10][CH3:11])[CH2:5][CH2:6]1>>[N:1]1([C:12](=[O:13])[O:14][C:15]([CH3:16])([CH3:17])[CH3:18])[CH2:2][CH2:3][CH:4]([CH2:7][OH:8])[CH2:5][CH2:6]1.